Dataset: the Open Reaction Database (ORD), a public repository of structured organic reaction records. Task: describe an organic reaction: reactants, conditions, products, and yield Reactants: CC(=O)O, ClCl, Nc1ccc2nc[nH]c2c1. The product is Nc1ccc2nc[nH]c2c1Cl. As a reaction SMILES: [C:13]([OH:14])(=[O:15])[CH3:16].[Cl:11][Cl:12].[NH2:1][c:2]1[cH:3][c:4]2[c:5]([n:6][cH:7][nH:8]2)[cH:9][cH:10]1>>[NH2:1][c:2]1[c:3]([Cl:11])[c:4]2[c:5]([n:6][cH:7][nH:8]2)[cH:9][cH:10]1. Product: Cc1cc([N+](=O)[O-])c(O)cc1C#N. Reaction SMILES: [Cl:16][CH2:17][Cl:18].[OH2:15].[OH:11][N+:12]([O-:13])=[O:14].[OH:1][c:2]1[cH:3][cH:4][c:5]([CH3:10])[c:6]([C:7]#[N:8])[cH:9]1>>[OH:1][c:2]1[c:3]([N+:12](=[O:11])[O-:13])[cH:4][c:5]([CH3:10])[c:6]([C:7]#[N:8])[cH:9]1. Reactants: ClCCl, O, O=[N+]([O-])O, Cc1ccc(O)cc1C#N. The reactants are C(C)(C)(C)C=1N=C(SC1)C=1OC2=C(C1)C=C(C=C2)CC#N (4-tert-butyl-2-[5-(cyanomethyl)benzofuran-2-yl]thiazole), C(C)(=S)N (thioacetamide), Cl (hydrogen chloride), O1CCOCC1 (1,4-dioxane). Solvent: C(Cl)(Cl)Cl (chloroform). Yields the product C(C)(C)(C)C=1N=C(SC1)C=1OC2=C(C1)C=C(C=C2)CC(N)=S (4-tert-butyl-2-[5-(thiocarbamoylmethyl)-benzofuran-2-yl]thiazole). As a reaction SMILES: [C:1]([C:5]1[N:6]=[C:7]([C:10]2[O:11][C:12]3[CH:18]=[CH:17][C:16]([CH2:19][C:20]#[N:21])=[CH:15][C:13]=3[CH:14]=2)[S:8][CH:9]=1)([CH3:4])([CH3:3])[CH3:2].C(N)(=[S:24])C.Cl.O1CCOCC1>C(Cl)(Cl)Cl>[C:1]([C:5]1[N:6]=[C:7]([C:10]2[O:11][C:12]3[CH:18]=[CH:17][C:16]([CH2:19][C:20](=[S:24])[NH2:21])=[CH:15][C:13]=3[CH:14]=2)[S:8][CH:9]=1)([CH3:4])([CH3:2])[CH3:3]. Procedure details: A mixture of 4-tert-butyl-2-[5-(cyanomethyl)benzofuran-2-yl]thiazole (1.31 g) and thioacetamide in a mixture of 4N-hydrogen chloride of 1,4-dioxane (4 ml) and chloroform was stirred under reflux for 30 minutes and removed the solvent at the same temperature. The residue was washed with water to give crude 4-tert-butyl-2-[5-(thiocarbamoylmethyl)-benzofuran-2-yl]thiazole (1.23 g). Starting materials: COc1ccc2c(C)ccc(-n3c(Br)nnc3SCC(=O)Nc3ccc(C(=O)O)cc3Cl)c2c1, COc1ccc2c(C)ccc(-n3c(N)nnc3SCC(=O)Nc3ccc(C(=O)O)cc3Cl)c2c1, CN(C)C=O, O. Product: COc1ccc2c(C3CC3)ccc(-n3c(N)nnc3SCC(=O)Nc3ccc(C(=O)O)cc3Cl)c2c1. Reaction SMILES: [Br:35][c:36]1[n:37](-[c:38]2[c:39]3[c:40]([cH:41][cH:44][c:45]([O:46][CH3:47])[cH:48]3)[c:49]([CH3:50])[cH:51][cH:52]2)[c:53]([S:54][CH2:42][C:43]([NH:55][c:56]2[cH:57][cH:58][c:59]([C:60]([OH:61])=[O:62])[cH:63][c:64]2[Cl:65])=[O:66])[n:67][n:68]1.[NH2:1][c:2]1[n:3](-[c:22]2[cH:23][cH:24][c:25]([CH3:34])[c:26]3[cH:27][cH:28][c:29]([O:32][CH3:33])[cH:30][c:31]23)[c:4]([S:7][CH2:8][C:9](=[O:10])[NH:11][c:12]2[c:13]([Cl:21])[cH:14][c:15]([C:16](=[O:17])[OH:18])[cH:19][cH:20]2)[n:5][n:6]1.[O:70]=[CH:71][N:72]([CH3:73])[CH3:74].[OH2:69]>>[NH2:1][c:2]1[n:3](-[c:22]2[cH:23][cH:24][c:25]([CH:34]3[CH2:42][CH2:43]3)[c:26]3[cH:27][cH:28][c:29]([O:32][CH3:33])[cH:30][c:31]23)[c:4]([S:7][CH2:8][C:9](=[O:10])[NH:11][c:12]2[c:13]([Cl:21])[cH:14][c:15]([C:16](=[O:17])[OH:18])[cH:19][cH:20]2)[n:5][n:6]1.